This data is from the Open Reaction Database (ORD), a public repository of structured organic reaction records. The task is: describe an organic reaction: reactants, conditions, products, and yield The solvent is COCCOC (1,2-dimethoxyethane). As a reaction SMILES: [CH3:1][C:2]1([CH3:15])[CH2:13][C:12]2[CH:11]=[C:10]3[N:5]([CH2:6][CH2:7][NH:8][C:9]3=[O:14])[C:4]=2[CH2:3]1.[C:16]([O:19][CH2:20][C:21]1[C:26]([Br:27])=[CH:25][CH:24]=[CH:23][C:22]=1Br)(=[O:18])[CH3:17]>[Cu]I.COCCOC>[C:16]([O:19][CH2:20][C:21]1[C:22]([N:8]2[CH2:7][CH2:6][N:5]3[C:10](=[CH:11][C:12]4[CH2:13][C:2]([CH3:15])([CH3:1])[CH2:3][C:4]=43)[C:9]2=[O:14])=[CH:23][CH:24]=[CH:25][C:26]=1[Br:27])(=[O:18])[CH3:17]. Conditions: temperature 150 celsius. Starting materials: CC1(CC=2N3CCNC(C3=CC2C1)=O)C (4,4-Dimethyl-1,10-diazatricyclo[6.4.0.02,6]dodeca-2(6),7-dien-9-one), C(C)(=O)OCC1=C(C=CC=C1Br)Br (2,6-dibromobenzyl acetate), N′,N′,N′,N′-tetramethylethylenediamine. The reagents and catalysts are [Cu]I (CuI). Procedure: A microwave tube equipped with a magnetic stirrer was charged with 167e (301 mg, 1.47 mmol), 2,6-dibromobenzyl acetate 104g (1.1 g, 3.0 mmol), CuI (140 mg, 0.7 mmol) Cs2CO3 (961 mg, 3.0 mmol), N′,N′,N′,N′-tetramethylethylenediamine (0.22 mL, 1.5 mmol) and 1,2-dimethoxyethane (4.1 mL). The mixture was heated in microwave to 150° C. for 3 h. After this time, the mixture was filtered and the resulting solid was washed with 9:1 CH2Cl2/MeOH (50 mL). The combined organics were washed with brine (20 mL... Isolated yield 31.5%. Product: C(C)(=O)OCC1=C(C=CC=C1N1C(C2=CC=3CC(CC3N2CC1)(C)C)=O)Br (2-Bromo-6-(9-oxo-4,4-dimethyl-1,10-diazatricyclo[6.4.0.02,6]dodeca-2(6),7-dien-10-yl)benzyl Acetate). The reactants are CC1=NOC(=C1CN1N=CC(=C1)N1C(NCC1=O)=O)C (3-(1-((3,5-dimethylisoxazol-4-yl)methyl)-1H-pyrazol-4-yl)imidazolidine-2,4-dione), COC=1C=C(CCBr)C=CC1 (3-methoxyphenethyl bromide). Yields the product CC1=NOC(=C1CN1N=CC(=C1)N1C(N(CC1=O)CCC1=CC(=CC=C1)OC)=O)C (3-(1-((3,5-dimethylisoxazol-4-yl)methyl)-1H-pyrazol-4-yl)-1-(3-methoxyphenethyl)imidazolidine-2,4-dione). Yield: 34.0%. RXN SMILES: [CH3:1][C:2]1[C:6]([CH2:7][N:8]2[CH:12]=[C:11]([N:13]3[C:17](=[O:18])[CH2:16][NH:15][C:14]3=[O:19])[CH:10]=[N:9]2)=[C:5]([CH3:20])[O:4][N:3]=1.[CH3:21][O:22][C:23]1[CH:24]=[C:25]([CH:29]=[CH:30][CH:31]=1)[CH2:26][CH2:27]Br>>[CH3:1][C:2]1[C:6]([CH2:7][N:8]2[CH:12]=[C:11]([N:13]3[C:17](=[O:18])[CH2:16][N:15]([CH2:27][CH2:26][C:25]4[CH:29]=[CH:30][CH:31]=[C:23]([O:22][CH3:21])[CH:24]=4)[C:14]3=[O:19])[CH:10]=[N:9]2)=[C:5]([CH3:20])[O:4][N:3]=1. Reported procedure: Prepared as in example 10-52 from 3-(1-((3,5-dimethylisoxazol-4-yl)methyl)-1H-pyrazol-4-yl)imidazolidine-2,4-dione (example 10-1) and 3-methoxyphenethyl bromide. Yield: 34%. MS M+H calculated 410.18; found 410.1. The title compound was shown to inhibit hT2R08 bitter receptor and had an IC50 of 0.16 μM. The reactants are Cc1c(CO)nc(-c2ccc(C(F)(F)F)cc2)n1C, ClC(Cl)Cl. Yields the product Cc1c(C=O)nc(-c2ccc(C(F)(F)F)cc2)n1C. RXN SMILES: [CH3:1][n:2]1[c:3](-[c:10]2[cH:11][cH:12][c:13]([C:16]([F:17])([F:18])[F:19])[cH:14][cH:15]2)[n:4][c:5]([CH2:8][OH:9])[c:6]1[CH3:7].[CH:20]([Cl:21])([Cl:22])[Cl:23]>>[CH3:1][n:2]1[c:3](-[c:10]2[cH:11][cH:12][c:13]([C:16]([F:17])([F:18])[F:19])[cH:14][cH:15]2)[n:4][c:5]([CH:8]=[O:9])[c:6]1[CH3:7]. Yields the product C1=CC=CC=2C3=CC=CC=C3C3=CC=CC=C3C12 (triphenylene). The reactants are C1(=CC=CC=C1)C=1C(=CC=CC1)C1=CC=CC=C1 (o-terphenyl), C(=O)([O-])[O-].[K+].[K+] (K2CO3), O (water). Procedure details: 2.87 mmol of the o-terphenyl derivative, 0.14 mmol of Pd(OAc)2 and 5.7 mmol of K2CO3 are heated in 7 ml of DMA at 135° C. for 24 hours under a nitrogen atmosphere. The reaction mixture is cooled, treated with 5 ml of water and extracted with dichloromethane. The organic phase is dried, the solvent is removed under reduced pressure and the residue is purified by means of a short silica gel column (dichloromethane). After column chromatography (dichloromethane/hexane, 2:1), the desired triphenylen... Run in CC(=O)N(C)C (DMA). The yield is 35.0%. Reagents/catalysts: CC(=O)[O-].CC(=O)[O-].[Pd+2] (Pd(OAc)2). RXN SMILES: [C:1]1([C:7]2[C:8]([C:13]3[CH:18]=[CH:17][CH:16]=[CH:15][CH:14]=3)=[CH:9][CH:10]=[CH:11][CH:12]=2)[CH:6]=[CH:5][CH:4]=[CH:3][CH:2]=1.C([O-])([O-])=O.[K+].[K+].O>CC(N(C)C)=O.CC([O-])=O.CC([O-])=O.[Pd+2]>[CH:12]1[C:7]2[C:1]3[C:2](=[CH:3][CH:4]=[CH:5][CH:6]=3)[C:18]3[C:13](=[CH:14][CH:15]=[CH:16][CH:17]=3)[C:8]=2[CH:9]=[CH:10][CH:11]=1 |f:1.2.3,6.7.8|. Reactants: CC(N)c1ccccc1, CCOC=O. The product is CC(NC=O)c1ccccc1. Reaction SMILES: [CH3:1][CH:2]([c:3]1[cH:4][cH:5][cH:6][cH:7][cH:8]1)[NH2:9].[CH:10](=[O:11])[O:12][CH2:13][CH3:14]>>[CH3:1][CH:2]([c:3]1[cH:4][cH:5][cH:6][cH:7][cH:8]1)[NH:9][CH:10]=[O:11]. Starting materials: C1(=CC=C(C=C1)S(=O)(=O)O)C (p-toluene sulfonic acid), C(=O)(O)[O-].[Na+] (NaHCO3), COC(C1=CC(=C(C=C1)OC)N)=O (3-amino-4-methoxy benzoic acid methyl ester), ClC1=C(C#N)C=CC(=C1)F (2-chloro-4-fluorobenzonitrile). Conditions: temperature 160 celsius, time 8 hour. The product is COC(C1=CC(=C(C=C1)OC)NC(C1=C(C=C(C=C1)F)Cl)=N)=O (3-[(2-chloro-4-fluoro-benzimidoyl)-amino]-4-methoxy-benzoic acid methyl ester). Isolated yield 72.0%. RXN SMILES: C1(C)C=CC(S(O)(=O)=O)=CC=1.[CH3:12][O:13][C:14](=[O:24])[C:15]1[CH:20]=[CH:19][C:18]([O:21][CH3:22])=[C:17]([NH2:23])[CH:16]=1.[Cl:25][C:26]1[CH:33]=[C:32]([F:34])[CH:31]=[CH:30][C:27]=1[C:28]#[N:29].C([O-])(O)=O.[Na+]>>[CH3:12][O:13][C:14](=[O:24])[C:15]1[CH:20]=[CH:19][C:18]([O:21][CH3:22])=[C:17]([NH:23][C:28](=[NH:29])[C:27]2[CH:30]=[CH:31][C:32]([F:34])=[CH:33][C:26]=2[Cl:25])[CH:16]=1 |f:3.4|. Reported procedure: Anhydrous p-toluene sulfonic acid (41.99 g, 220.76 mmol) was melted at 120° C. and 3-amino-4-methoxy benzoic acid methyl ester (20 g, 110.38 mmol) obtained in step 1 of Preparation Example 1 and 2-chloro-4-fluorobenzonitrile (25.76 g, 165.57 mol) were added thereto and stirred at 160° C. for 8 hours. The resulting solution was cooled to room temperature and the reaction was stopped by adding NaHCO3 thereto. The resulting mixture was extracted with ethyl acetate, the extract was dried over MgSO4 ... Reaction SMILES: [C:1]([CH3:2])([CH3:3])([CH3:4])[O:5][C:6]([NH:7][c:8]1[cH:9][c:10]([C:13]([CH:14]=[O:15])([CH3:16])[CH3:17])[n:11][o:12]1)=[O:18].[CH2:21]1[O:22][CH2:23][CH2:24][CH2:25]1.[CH3:19][NH2:20]>>[C:1]([CH3:2])([CH3:3])([CH3:4])[O:5][C:6]([NH:7][c:8]1[cH:9][c:10]([C:13]([CH2:14][NH:20][CH3:19])([CH3:16])[CH3:17])[n:11][o:12]1)=[O:18]. Starting materials: CC(C)(C)OC(=O)Nc1cc(C(C)(C)C=O)no1, C1CCOC1, CN. Product: CNCC(C)(C)c1cc(NC(=O)OC(C)(C)C)on1.